Dataset: the Open Reaction Database (ORD), a public repository of structured organic reaction records. Task: describe an organic reaction: reactants, conditions, products, and yield As a reaction SMILES: [CH2:1]([CH2:2][CH:3]([CH3:4])[CH3:5])[S:6][c:7]1[c:8](=[O:15])[o:9][c:10]([CH3:14])[cH:11][c:12]1[OH:13].[CH3:18][C:19]([OH:20])=[O:21].[OH2:22].[OH:16][OH:17]>>[CH2:1]([CH2:2][CH:3]([CH3:4])[CH3:5])[S:6]([c:7]1[c:8](=[O:15])[o:9][c:10]([CH3:14])[cH:11][c:12]1[OH:13])(=[O:20])=[O:22]. The product is Cc1cc(O)c(S(=O)(=O)CCC(C)C)c(=O)o1. Reactants: Cc1cc(O)c(SCCC(C)C)c(=O)o1, CC(=O)O, O, OO.